This data is from the Open Reaction Database (ORD), a public repository of structured organic reaction records. The task is: describe an organic reaction: reactants, conditions, products, and yield Reactants: ClCCl, O=C(C=CC=C(c1ccccc1C(F)(F)F)c1ccccc1C(F)(F)F)Oc1ccc([N+](=O)[O-])cc1, C1CCOC1, NCCCCc1cccnc1. Product: O=C(C=CC=C(c1ccccc1C(F)(F)F)c1ccccc1C(F)(F)F)NCCCCc1cccnc1. As a reaction SMILES: [Cl:53][CH2:54][Cl:55].[N+:1]([c:2]1[cH:3][cH:4][c:5]([O:6][C:11]([CH:12]=[CH:13][CH:14]=[C:15]([c:16]2[c:17]([C:22]([F:23])([F:24])[F:25])[cH:18][cH:19][cH:20][cH:21]2)[c:26]2[c:27]([C:32]([F:33])([F:34])[F:35])[cH:28][cH:29][cH:30][cH:31]2)=[O:36])[cH:7][cH:8]1)([O-:9])=[O:10].[O:48]1[CH2:49][CH2:50][CH2:51][CH2:52]1.[n:37]1[cH:38][c:39]([CH2:43][CH2:44][CH2:45][CH2:46][NH2:47])[cH:40][cH:41][cH:42]1>>[C:11]([CH:12]=[CH:13][CH:14]=[C:15]([c:16]1[c:17]([C:22]([F:23])([F:24])[F:25])[cH:18][cH:19][cH:20][cH:21]1)[c:26]1[c:27]([C:32]([F:33])([F:34])[F:35])[cH:28][cH:29][cH:30][cH:31]1)(=[O:36])[NH:47][CH2:46][CH2:45][CH2:44][CH2:43][c:39]1[cH:38][n:37][cH:42][cH:41][cH:40]1. The reactants are C1(=CC=CC=C1)N1N=C(CC1=O)O (2,4-dihydro-2-phenyl-5-hydroxy-3H-pyrazol-3-one), O=P(Cl)(Cl)Cl (POCl3). The solvent is ice water, C([O-])(O)=O.[Na+] (sodium bicarbonate). Conditions: temperature 100 celsius. The product is C1(=CC=CC=C1)N1N=C(CC1=O)C1=CC=CC=C1 (2,4-dihydro-2,5-diphenyl-3H-pyrazol-3-one), C1(=CC=CC=C1)N1N=C(C=C1Cl)O (1-phenyl-3-hydroxy-5-chloropyrazole). RXN SMILES: [C:1]1([N:7]2[C:11](=[O:12])[CH2:10][C:9]([OH:13])=[N:8]2)[CH:6]=[CH:5][CH:4]=[CH:3][CH:2]=1.O=P(Cl)(Cl)[Cl:16]>C(=O)(O)[O-].[Na+]>[C:1]1([N:7]2[C:11](=[O:12])[CH2:10][C:9]([C:1]3[CH:6]=[CH:5][CH:4]=[CH:3][CH:2]=3)=[N:8]2)[CH:6]=[CH:5][CH:4]=[CH:3][CH:2]=1.[C:1]1([N:7]2[C:11]([Cl:16])=[CH:10][C:9]([OH:13])=[N:8]2)[CH:6]=[CH:5][CH:4]=[CH:3][CH:2]=1 |f:2.3|. Procedure: A mixture of 2,4-dihydro-2-phenyl-5-hydroxy-3H-pyrazol-3-one (1 g, 5.7 mmol) and POCl3 (1 g, 6.5 mmol) was heated at 100° C. for 4 hours and cooled. The mixture was diluted with ice/water and sodium bicarbonate solution was added (to pH=7). The aqueous layer was extracted with methylene chloride (3×), the organic layer was concentrated in vacuo, and the solid was crystallized from methylene chloride and recrystallized from acetonitrile and methylene chloride. The above solid was purified by colu... Reactants: C1CNC1, C1=CC(=CC=C1C#N)Br. Reagents/catalysts: CC(C)(C)[O-].[Na+], CC1(C2=C(C(=CC=C2)P(C3=CC=CC=C3)C4=CC=CC=C4)OC5=C1C=CC=C5P(C6=CC=CC=C6)C7=CC=CC=C7)C, CC(=O)O.CC(=O)O.[Pd]. Run in CC1=CC=CC=C1. Reaction conditions: temperature 100 celsius. Yields the product C1CN(C1)C2=CC=C(C=C2)C#N. Yield: 62.0%. Procedure details: 4-bromobenzonitrile (1.355 g, 7.44 mmol) and Sodium tert-butoxide (1.073 g, 11.17 mmol) were mixed in toluene (10 mL) and degassed by passing nitrogen for 5 min. Then Azetidine (1 mL, 14.89 mmol), 9,9-Dimethyl-4,5-bis(diphenylphosphino)xanthene (0.172 g, 0.30 mmol) and Palladium(II) acetate (0.050 g, 0.22 mmol)were added and the mixture was heated in oilbath at 100°C for 15h. The reaction was complete by GCMS. Filtration through celite washing with CH2Cl2 and evaporation gave a crude product (1g... Starting materials: FC(CCCCN1N=C(C=C1)N)(C)F (1-(5,5-difluoro-hexyl)-1H-pyrazol-3-ylamine), FC(C=1C=C(C=CC1)/C=C/C(=O)O)(F)F ((E)-3-(3-trifluoromethyl-phenyl)-acrylic acid), 05b. The product is FC(CCCCN1N=C(C=C1)NC(\C=C\C1=CC(=CC=C1)C(F)(F)F)=O)(C)F ((E)-N-[1-(5,5-Difluoro-hexyl)-1H-pyrazol-3-yl]-3-(3-trifluoromethyl-phenyl)-acrylamide). RXN SMILES: [F:1][C:2]([F:14])([CH3:13])[CH2:3][CH2:4][CH2:5][CH2:6][N:7]1[CH:11]=[CH:10][C:9]([NH2:12])=[N:8]1.[F:15][C:16]([F:29])([F:28])[C:17]1[CH:18]=[C:19](/[CH:23]=[CH:24]/[C:25](O)=[O:26])[CH:20]=[CH:21][CH:22]=1>>[F:14][C:2]([F:1])([CH3:13])[CH2:3][CH2:4][CH2:5][CH2:6][N:7]1[CH:11]=[CH:10][C:9]([NH:12][C:25](=[O:26])/[CH:24]=[CH:23]/[C:19]2[CH:20]=[CH:21][CH:22]=[C:17]([C:16]([F:28])([F:29])[F:15])[CH:18]=2)=[N:8]1. Reported procedure: Following general procedure B, starting from 1-(5,5-difluoro-hexyl)-1H-pyrazol-3-ylamine and (E)-3-(3-trifluoromethyl-phenyl)-acrylic acid. LC-MS-conditions 05b: tR=1.15 min; [M+H]+=402.06.